Dataset: the Open Reaction Database (ORD), a public repository of structured organic reaction records. Task: describe an organic reaction: reactants, conditions, products, and yield Reactants: CCCCCCCNC(=O)N(C)c1cccc(-c2ccc(CCC(=O)OC)cc2OCCCC(F)(F)F)c1, CCCCC, CO, [Na+], C1CCOC1, [OH-]. Product: CCCCCCCNC(=O)N(C)c1cccc(-c2ccc(CCC(=O)O)cc2OCCCC(F)(F)F)c1. As a reaction SMILES: [CH2:3]([CH2:4][CH2:5][CH2:6][CH2:7][CH2:8][CH3:9])[NH:10][C:11]([N:12]([CH3:13])[c:14]1[cH:15][c:16](-[c:20]2[c:21]([O:32][CH2:33][CH2:34][CH2:35][C:36]([F:37])([F:38])[F:39])[cH:22][c:23]([CH2:26][CH2:27][C:28](=[O:29])[O:30][CH3:31])[cH:24][cH:25]2)[cH:17][cH:18][cH:19]1)=[O:40].[CH3:41][CH2:42][CH2:43][CH2:44][CH3:45].[CH3:46][OH:47].[Na+:2].[O:48]1[CH2:49][CH2:50][CH2:51][CH2:52]1.[OH-:1]>>[CH2:3]([CH2:4][CH2:5][CH2:6][CH2:7][CH2:8][CH3:9])[NH:10][C:11]([N:12]([CH3:13])[c:14]1[cH:15][c:16](-[c:20]2[c:21]([O:32][CH2:33][CH2:34][CH2:35][C:36]([F:37])([F:38])[F:39])[cH:22][c:23]([CH2:26][CH2:27][C:28](=[O:29])[OH:30])[cH:24][cH:25]2)[cH:17][cH:18][cH:19]1)=[O:40].